From a dataset of the Open Reaction Database (ORD), a public repository of structured organic reaction records. describe an organic reaction: reactants, conditions, products, and yield Reactants: CC([NH3+])C1CC1C, [Cl-], CN(c1cc(-c2ncc(C(C)(Cc3ccccc3)NC(=O)OC(C)(C)C)o2)cc(Cl)n1)S(C)(=O)=O, [K+], [K+], [K+], CN(C)C=O, O=P([O-])([O-])[O-]. The product is CC1CC1C(C)Nc1cc(-c2ncc(C(C)(Cc3ccccc3)NC(=O)OC(C)(C)C)o2)cc(N(C)S(C)(=O)=O)n1. RXN SMILES: [CH3:2][CH:3]1[CH:4]([CH:6]([CH3:7])[NH3+:8])[CH2:5]1.[Cl-:1].[Cl:9][c:10]1[n:11][c:12]([N:38]([S:39](=[O:40])(=[O:41])[CH3:42])[CH3:43])[cH:13][c:14](-[c:16]2[o:17][c:18]([C:21]([CH2:22][c:23]3[cH:24][cH:25][cH:26][cH:27][cH:28]3)([CH3:29])[NH:30][C:31]([O:32][C:33]([CH3:34])([CH3:35])[CH3:36])=[O:37])[cH:19][n:20]2)[cH:15]1.[K+:49].[K+:50].[K+:51].[O:52]=[CH:53][N:54]([CH3:55])[CH3:56].[P:44]([O-:45])([O-:46])([O-:47])=[O:48]>>[CH3:2][CH:3]1[CH:4]([CH:6]([CH3:7])[NH:8][c:10]2[n:11][c:12]([N:38]([S:39](=[O:40])(=[O:41])[CH3:42])[CH3:43])[cH:13][c:14](-[c:16]3[o:17][c:18]([C:21]([CH2:22][c:23]4[cH:24][cH:25][cH:26][cH:27][cH:28]4)([CH3:29])[NH:30][C:31]([O:32][C:33]([CH3:34])([CH3:35])[CH3:36])=[O:37])[cH:19][n:20]3)[cH:15]2)[CH2:5]1. The reactants are COc1cc2ncnc(Cl)c2cc1OC, [H-], [Na+], CN(C)C=O, O, Cc1nc2ccc(O)cc2[nH]1. Yields the product COc1cc2ncnc(Oc3ccc4nc(C)[nH]c4c3)c2cc1OC. As a reaction SMILES: [Cl:14][c:15]1[n:16][cH:17][n:18][c:19]2[cH:20][c:21]([O:27][CH3:28])[c:22]([O:25][CH3:26])[cH:23][c:24]12.[H-:1].[Na+:2].[O:29]=[CH:30][N:31]([CH3:32])[CH3:33].[OH2:34].[OH:3][c:4]1[cH:5][c:6]2[c:7]([n:8][c:9]([CH3:11])[nH:10]2)[cH:12][cH:13]1>>[O:3]([c:4]1[cH:5][c:6]2[c:7]([n:8][c:9]([CH3:11])[nH:10]2)[cH:12][cH:13]1)[c:15]1[n:16][cH:17][n:18][c:19]2[cH:20][c:21]([O:27][CH3:28])[c:22]([O:25][CH3:26])[cH:23][c:24]12. The reactants are ice, [N+](=O)([O-])[O-].[K+] (potassium nitrate), reagent, FC=1C=C(C(=O)OC)C=CC1 (methyl m-fluorobenzoate). Run in S(O)(O)(=O)=O (sulfuric acid), S(O)(O)(=O)=O (sulfuric acid). Run at temperature 5 celsius. The product is FC=1C=CC(=C(C(=O)OC)C1)[N+](=O)[O-] (Methyl 5-Fluoro-2-nitrobenzoate). Isolated yield 96.8%. As a reaction SMILES: [F:1][C:2]1[CH:3]=[C:4]([CH:9]=[CH:10][CH:11]=1)[C:5]([O:7][CH3:8])=[O:6].[N+:12]([O-])([O-:14])=[O:13].[K+]>S(=O)(=O)(O)O>[F:1][C:2]1[CH:11]=[CH:10][C:9]([N+:12]([O-:14])=[O:13])=[C:4]([CH:3]=1)[C:5]([O:7][CH3:8])=[O:6] |f:1.2|. Procedure: To a 500 ml, 4-necked flask fitted with a stirrer, thermometer, addition funnel and reflux condenser is charged sulfuric acid (50 ml) and methyl m-fluorobenzoate (8.5 g, 0.055 mole). The reaction mixture is then cooled to 5° C. and a solution of potassium nitrate (reagent 5.57 g, 0.055 mole) is concentrated sulfuric acid (50 ml) is added dropwise over a 30 minute period. Ten minutes after completion of addition the reaction mixture is poured onto 500 g of cracked ice and the product extracted in... Reactants: CCCCP(CCCC)CCCC, OCCN1CCc2ccccc21, O=C(N=NC(=O)N1CCCCC1)N1CCCCC1, C1CCOC1, O=C1SC(Cc2ccc(O)cc2)C(=O)N1C(c1ccccc1)(c1ccccc1)c1ccccc1. Product: O=C1SC(Cc2ccc(OCCN3CCc4ccccc43)cc2)C(=O)N1C(c1ccccc1)(c1ccccc1)c1ccccc1. Reaction SMILES: [CH2:47]([P:48]([CH2:49][CH2:50][CH2:51][CH3:52])[CH2:53][CH2:54][CH2:55][CH3:56])[CH2:57][CH2:58][CH3:59].[N:1]1([CH2:10][CH2:11][OH:12])[CH2:2][CH2:3][c:4]2[cH:5][cH:6][cH:7][cH:8][c:9]21.[N:60]([C:61]([N:62]1[CH2:63][CH2:64][CH2:65][CH2:66][CH2:67]1)=[O:68])=[N:69][C:70]([N:71]1[CH2:72][CH2:73][CH2:74][CH2:75][CH2:76]1)=[O:77].[O:78]1[CH2:79][CH2:80][CH2:81][CH2:82]1.[OH:13][c:14]1[cH:15][cH:16][c:17]([CH2:18][CH:19]2[C:20](=[O:44])[N:21]([C:25]([c:26]3[cH:27][cH:28][cH:29][cH:30][cH:31]3)([c:32]3[cH:33][cH:34][cH:35][cH:36][cH:37]3)[c:38]3[cH:39][cH:40][cH:41][cH:42][cH:43]3)[C:22](=[O:24])[S:23]2)[cH:45][cH:46]1>>[N:1]1([CH2:10][CH2:11][O:12][c:14]2[cH:15][cH:16][c:17]([CH2:18][CH:19]3[C:20](=[O:44])[N:21]([C:25]([c:26]4[cH:27][cH:28][cH:29][cH:30][cH:31]4)([c:32]4[cH:33][cH:34][cH:35][cH:36][cH:37]4)[c:38]4[cH:39][cH:40][cH:41][cH:42][cH:43]4)[C:22](=[O:24])[S:23]3)[cH:45][cH:46]2)[CH2:2][CH2:3][c:4]2[cH:5][cH:6][cH:7][cH:8][c:9]21. Reactants: C(C)(=O)C1=CC=CC=C1 (acetophenone), COC=1C(=CC=CC1)N (o-anisidine), C1=CC=CC=C1 (benzene). Run in O (water). Yields the product CC(C1=CC=CC=C1)=NC=1C(OC)=CC=CC1 (N-(αmethyl benzylidene)-o-anisidine). RXN SMILES: [C:1]([C:4]1[CH:9]=[CH:8][CH:7]=[CH:6][CH:5]=1)(=O)[CH3:2].[CH3:10][O:11][C:12]1[C:13]([NH2:18])=[CH:14][CH:15]=[CH:16][CH:17]=1.C1C=CC=CC=1>O>[CH3:2][C:1](=[N:18][C:13]1[C:12](=[CH:17][CH:16]=[CH:15][CH:14]=1)[O:11][CH3:10])[C:4]1[CH:9]=[CH:8][CH:7]=[CH:6][CH:5]=1. Reported procedure: A solution of acetophenone (120 ml), o-anisidine (123 ml), benzene (100 ml) was refluxed with continuous removal of water. The crude product was purified by crystallizing it from ethanol to give N-(αmethyl benzylidene)-o-anisidine (IX) (90 C). It was then hydrogenated using 5% Pd/C as the catalyst and 95% ethanol as the solvent to give N-(α-methyl benzyl)-o-anisidine (X). X had a boiling point of 117° C. at 0.3 millimeter. Starting materials: OC1=C(N)C=CC(=C1)[N+](=O)[O-] (2-hydroxy 4-nitro aniline), [N+](=O)([O-])C1=C(C=CC=C1)N=C=O (2-nitro phenyl isocyanate). Product: OC1=C(C=CC(=C1)[N+](=O)[O-])NC(=O)NC1=C(C=CC=C1)[N+](=O)[O-] (N-(2-hydroxy-4-nitrophenyl)-N′-(2-nitrophenyl)urea). Isolated yield 42.7%. Reaction SMILES: [OH:1][C:2]1[CH:8]=[C:7]([N+:9]([O-:11])=[O:10])[CH:6]=[CH:5][C:3]=1[NH2:4].[N+:12]([C:15]1[CH:20]=[CH:19][CH:18]=[CH:17][C:16]=1[N:21]=[C:22]=[O:23])([O-:14])=[O:13]>>[OH:1][C:2]1[CH:8]=[C:7]([N+:9]([O-:11])=[O:10])[CH:6]=[CH:5][C:3]=1[NH:4][C:22]([NH:21][C:16]1[CH:17]=[CH:18][CH:19]=[CH:20][C:15]=1[N+:12]([O-:14])=[O:13])=[O:23]. Procedure: N-(2-Hydroxy-4-nitrophenyl)-N′-(2-nitro phenyl)urea was prepared from 2-hydroxy 4-nitro aniline (500 mg, 3.24 mmol) and 2-nitro phenyl isocyanate (3.24 mmol) according to the procedure in General Method B. The product was purified by dilution with methylene chloride and precipitation with hexanes. Filtering afforded the title compound (0.44 g, 44%). EI-MS m/z 319 (M+H)+ The reactants are O=C([O-])[O-], CS(C)=O, ICC1CCCC1, [K+], [K+], O=S1(=O)CCN2C=CC=C(c3ccc(O)cc3)C2=N1, O. Product: O=S1(=O)CCN2C=CC=C(c3ccc(OCC4CCCC4)cc3)C2=N1. Reaction SMILES: [C:1](=[O:2])([O-:3])[O-:4].[CH3:34][S:35]([CH3:36])=[O:37].[I:7][CH2:8][CH:9]1[CH2:10][CH2:11][CH2:12][CH2:13]1.[K+:5].[K+:6].[O:14]=[S:15]1(=[O:32])[N:16]=[C:17]2[N:18]([CH2:19][CH2:20]1)[CH:21]=[CH:22][CH:23]=[C:24]2[c:25]1[cH:26][cH:27][c:28]([OH:31])[cH:29][cH:30]1.[OH2:33]>>[CH2:8]([CH:9]1[CH2:10][CH2:11][CH2:12][CH2:13]1)[O:31][c:28]1[cH:27][cH:26][c:25]([C:24]2=[CH:23][CH:22]=[CH:21][N:18]3[C:17]2=[N:16][S:15](=[O:14])(=[O:32])[CH2:20][CH2:19]3)[cH:30][cH:29]1. RXN SMILES: C(N(C(C)C)C(C)C)C.[CH:10]1([CH2:13][CH:14]([OH:20])[C:15]([O:17][CH2:18][CH3:19])=[O:16])[CH2:12][CH2:11]1.[CH3:21][S:22](Cl)(=[O:24])=[O:23]>ClCCl>[CH:10]1([CH2:13][CH:14]([O:20][S:22]([CH3:21])(=[O:24])=[O:23])[C:15]([O:17][CH2:18][CH3:19])=[O:16])[CH2:12][CH2:11]1. Starting materials: C(C)N(C(C)C)C(C)C (N-ethyl-N-(propan-2-yl)propan-2-amine), C1(CC1)CC(C(=O)OCC)O (ethyl 3-cyclopropyl-2-hydroxypropanoate), CS(=O)(=O)Cl (methanesulphonyl chloride). Procedure details: At RT, 2 ml (11.5 mmol, 2.4 eq.) of N-ethyl-N-(propan-2-yl)propan-2-amine were added to a solution of 1.9 g (purity 40%, 4.8 mmol) of ethyl 3-cyclopropyl-2-hydroxypropanoate (racemate) in 100 ml of dichloromethane, followed by the quick addition, at 0° C., of 0.45 ml (5.8 mmol, 1.2 eq.) of methanesulphonyl chloride. The reaction mixture was stirred at RT for 2 h and then quenched with ice. After phase separation, the organic phase was washed with three times with water and once with saturated so... Run in ClCCl (dichloromethane). Yields the product C1(CC1)CC(C(=O)OCC)OS(=O)(=O)C (Ethyl 3-cyclopropyl-2-[(methylsulphonyl)oxy]propanoate). Reaction conditions: time 2 hour. Reactants: FC(C1=CC=C(C(=O)C2=C(C=C(N2C)CC(=O)OCC)C)C=C1)(F)F (ethyl 5-(p-trifluoromethylbenzoyl)-1,4-dimethylpyrrole-2-acetate), ClC1=CC=C(C(=O)C2=C(C=C(N2C)CC(=O)OCC)C)C=C1 (ethyl 5-(p-chlorobenzoyl)-1,4-dimethylpyrrole-2-acetate). Product: FC(C1=CC=C(C(=O)C2=C(C=C(N2C)C(C(=O)OCC)C)C)C=C1)(F)F (ethyl 5-(p-trifluoromethylbenzoyl)-1,4,α-trimethylpyrrole-2-acetate). Reaction SMILES: [F:1][C:2]([F:25])([F:24])[C:3]1[CH:23]=[CH:22][C:6]([C:7]([C:9]2[N:13]([CH3:14])[C:12]([CH2:15][C:16]([O:18][CH2:19][CH3:20])=[O:17])=[CH:11][C:10]=2[CH3:21])=[O:8])=[CH:5][CH:4]=1.Cl[C:27]1C=CC(C(C2N(C)C(CC(OCC)=O)=CC=2C)=O)=CC=1>>[F:25][C:2]([F:1])([F:24])[C:3]1[CH:4]=[CH:5][C:6]([C:7]([C:9]2[N:13]([CH3:14])[C:12]([CH:15]([CH3:27])[C:16]([O:18][CH2:19][CH3:20])=[O:17])=[CH:11][C:10]=2[CH3:21])=[O:8])=[CH:22][CH:23]=1. Procedure: The methylation procedure of Example 77A is repeated, except that an equivalent quantity of ethyl 5-(p-trifluoromethylbenzoyl)-1,4-dimethylpyrrole-2-acetate (from Example 89) is methylated instead of the ethyl 5-(p-chlorobenzoyl)-1,4-dimethylpyrrole-2-acetate used in Example 77A, to yield ethyl 5-(p-trifluoromethylbenzoyl)-1,4,α-trimethylpyrrole-2-acetate.